Dataset: the Open Reaction Database (ORD), a public repository of structured organic reaction records. Task: describe an organic reaction: reactants, conditions, products, and yield Solvent: C(Cl)Cl (DCM). The yield is 121.7%. The product is FC=1C=C(C[C@H]2CNCC2)C=CC1 (3-(R)-(3-fluoro-benzyl)pyrrolidine). Starting materials: FC(C(=O)O)(F)F (Trifluoroacetic acid), FC=1C=C(C[C@H]2CN(CC2)C(=O)OC(C)(C)C)C=CC1 (tert butyl (R)-3-(3-fluorobenzyl)-pyrrolidine-1-carboxylate), FC=1C=C(C[C@H]2CN(CC2)C(=O)OC(C)(C)C)C=CC1 (tert butyl (R)-3-(3-fluorobenzyl)-pyrrolidine-1-carboxylate). Reaction SMILES: FC(F)(F)C(O)=O.[F:8][C:9]1[CH:10]=[C:11]([CH:25]=[CH:26][CH:27]=1)[CH2:12][C@@H:13]1[CH2:17][CH2:16][N:15](C(OC(C)(C)C)=O)[CH2:14]1>C(Cl)Cl>[F:8][C:9]1[CH:10]=[C:11]([CH:25]=[CH:26][CH:27]=1)[CH2:12][C@@H:13]1[CH2:17][CH2:16][NH:15][CH2:14]1. Reaction conditions: time 1 hour. Procedure: Trifluoroacetic acid (10 mL) was added to a solution of tert butyl (R)-3-(3-fluorobenzyl)-pyrrolidine-1-carboxylate (Intermediate 99, 0.515 g) in DCM (10 mL) and the mixture was stirred for 1 hour at room temperature. The mixture was evaporated to dryness and the residue was partitioned between DCM and saturated aqueous NaHCO3. The organic extract was separated, dried (MgSO4) and filtered. The filtrate was evaporated to dryness to give 3-(R)-(3-fluoro-benzyl)pyrrolidine (0.402 g) as an oil. Yield: 57.2%. Reactants: [Li+].CCC[CH2-] (N-butyllithium), O (water), BrC1=CN(C2=C1N=CN=C2Cl)COCC2=CC=CC=C2 (7-Bromo-5-(benzyloxymethyl)-4-chloro-5H-pyrrolo[3,2-d]pyrimidine), CN(C)C=O (DMF). Reported procedure: 7-Bromo-5-(benzyloxymethyl)-4-chloro-5H-pyrrolo[3,2-d]pyrimidine (3.73 g, 10.6 mmol) was dissolved in anhydrous anisole (48 ml) and then diluted with Et2O (145 ml) before being cooled to −78° C. at which point N-butyllithium (1.48M in hexane, 9.2 ml, 13.6 mmol) was added dropwise such that the temperature did not exceed −70° C. Within 2 minutes of the addition, DMF (8.5 ml, 0.123 mol) was introduced quickly (T≦−68° and the mixture stirred whilst warming to −40°, at which point water (20 ml) was ... The product is C(C1=CC=CC=C1)OCN1C=C(C=2N=CN=C(C21)Cl)C=O (5-(Benzyloxymethyl)-4-chloro-5H-pyrrolo[3,2-d]pyrimidine-7-carbaldehyde). Solvent: C1(=CC=CC=C1)OC (anisole), CCOCC (Et2O). Reaction SMILES: Br[C:2]1[C:6]2[N:7]=[CH:8][N:9]=[C:10]([Cl:11])[C:5]=2[N:4]([CH2:12][O:13][CH2:14][C:15]2[CH:20]=[CH:19][CH:18]=[CH:17][CH:16]=2)[CH:3]=1.[Li+].CCC[CH2-].CN([CH:29]=[O:30])C.O>C1(OC)C=CC=CC=1.CCOCC>[CH2:14]([O:13][CH2:12][N:4]1[C:5]2[C:10]([Cl:11])=[N:9][CH:8]=[N:7][C:6]=2[C:2]([CH:29]=[O:30])=[CH:3]1)[C:15]1[CH:20]=[CH:19][CH:18]=[CH:17][CH:16]=1 |f:1.2|.